This data is from the Open Reaction Database (ORD), a public repository of structured organic reaction records. The task is: describe an organic reaction: reactants, conditions, products, and yield The reactants are COC(CN(CCCC)C1=CC=C(C=C1)S(=O)(=O)N1CC(C1)N(CC(COC1=CC=C(C=C1)OCC1=CC=CC=C1)O)CC1=CC=CC=C1)=O ({[4-(3-{Benzyl-[3-(4-benzyloxy-phenoxy)-2-hydroxy-propyl]-amino}-azetidine-1-sulfonyl)-phenyl]-butyl-amino}-acetic acid methyl ester), C(=O)[O-].[NH4+] (ammonium formate). Reagents/catalysts: [Pd] (Pd/C). Solvent: CO (methanol). The product is COC(CN(C1=CC=C(C=C1)S(=O)(=O)N1CC(C1)NCC(COC1=CC=C(C=C1)O)O)CCCC)=O ([Butyl-(4-{3-[2-hydroxy-3-(4-hydroxy-phenoxy)-propylamino]-azetidine-1-sulfonyl)-phenyl)-amino]-acetic Acid Methyl Ester). The yield is 115.0%. RXN SMILES: [CH3:1][O:2][C:3](=[O:50])[CH2:4][N:5]([C:10]1[CH:15]=[CH:14][C:13]([S:16]([N:19]2[CH2:22][CH:21]([N:23](CC3C=CC=CC=3)[CH2:24][CH:25]([OH:42])[CH2:26][O:27][C:28]3[CH:33]=[CH:32][C:31]([O:34]CC4C=CC=CC=4)=[CH:30][CH:29]=3)[CH2:20]2)(=[O:18])=[O:17])=[CH:12][CH:11]=1)[CH2:6][CH2:7][CH2:8][CH3:9].C([O-])=O.[NH4+]>CO.[Pd]>[CH3:1][O:2][C:3](=[O:50])[CH2:4][N:5]([CH2:6][CH2:7][CH2:8][CH3:9])[C:10]1[CH:11]=[CH:12][C:13]([S:16]([N:19]2[CH2:22][CH:21]([NH:23][CH2:24][CH:25]([OH:42])[CH2:26][O:27][C:28]3[CH:29]=[CH:30][C:31]([OH:34])=[CH:32][CH:33]=3)[CH2:20]2)(=[O:18])=[O:17])=[CH:14][CH:15]=1 |f:1.2|. Procedure details: To a solution of {[4-(3-{Benzyl-[3-(4-benzyloxy-phenoxy)-2-hydroxy-propyl]-amino}-azetidine-1-sulfonyl)-phenyl]-butyl-amino}-acetic acid methyl ester (35 mg, 0.05 mmol) in methanol (2 ml) was added ammonium formate (49 mg, 0.75 mmol), and 8 mg of 10% Pd/C. The mixture was stirred at reflux for 18 h. After cooling to room temperature, it was filtered through Celite. The solvent was evaporated and the residue triturated with ether-hexanes to give 30 mg of an off-white foam; MS (ES) m/z 522.0 (MH+)... Reactants: O (Water), FC1=C(CN2N=C(C=3CNCCC32)C=3C=C(C#N)C=CC3)C=CC(=C1)F (3-[1-(2,4-Difluoro-benzyl)-4,5,6,7-tetrahydro-1H-pyrazolo[4,3-c]pyridin-3-yl]-benzonitrile), C(=O)([O-])[O-].[K+].[K+] (K2CO3), C(C(C)C)(=O)Cl (isobutyryl chloride). The solvent is CC#N (CH3CN). Conditions: temperature 60 celsius, time 1 hour. The product is FC1=C(CN2N=C(C=3CN(CCC32)C(C(C)C)=O)C=3C=C(C#N)C=CC3)C=CC(=C1)F (3-[1-(2,4-Difluoro-benzyl)-5-isobutyryl-4,5,6,7-tetrahydro-1H-pyrazolo[4,3-c]pyridin-3-yl]-benzonitrile). The yield is 70.0%. Reaction SMILES: [F:1][C:2]1[CH:25]=[C:24]([F:26])[CH:23]=[CH:22][C:3]=1[CH2:4][N:5]1[C:13]2[CH2:12][CH2:11][NH:10][CH2:9][C:8]=2[C:7]([C:14]2[CH:15]=[C:16]([CH:19]=[CH:20][CH:21]=2)[C:17]#[N:18])=[N:6]1.C([O-])([O-])=O.[K+].[K+].[C:33](Cl)(=[O:37])[CH:34]([CH3:36])[CH3:35].O>CC#N>[F:1][C:2]1[CH:25]=[C:24]([F:26])[CH:23]=[CH:22][C:3]=1[CH2:4][N:5]1[C:13]2[CH2:12][CH2:11][N:10]([C:33](=[O:37])[CH:34]([CH3:36])[CH3:35])[CH2:9][C:8]=2[C:7]([C:14]2[CH:15]=[C:16]([CH:19]=[CH:20][CH:21]=2)[C:17]#[N:18])=[N:6]1 |f:1.2.3|. Procedure: A mixture of 3-[1-(2,4-Difluoro-benzyl)-4,5,6,7-tetrahydro-1H-pyrazolo[4,3-c]pyridin-3-yl]-benzonitrile (7c) (0.057 g, 0.163 mmol), K2CO3 (45 mg, 0.327 mmol) and isobutyryl chloride (21 mg, 0.196 mmol) in dry CH3CN (1.5 ml) was stirred at 60° C. for 1 h. Water was added, the solution was extracted 3 times with CH2Cl2, the combined organic layers were washed once with brine, dried over Na2SO4, filtrated and the residue was purified by reverse phase HPLC (CH3CN/water gradient with 0.1% trifluoroac... Product: 90/10/1 methylene chloride methanol ammonium hydroxide, IC=1C2=C(C3=C(N=C(N=C3C1)N)N)C=CN2 (6-iodo-7H-pyrrolo[3,2-f]quinazoline-1,3-diamine). Starting materials: C(#N)N=C(NC=1C=C2C=CNC2=C(C1)I)N (N″-cyano—N-(7-iodo-1H-indol-5-yl)guanidine). Reaction conditions: temperature 25 celsius. Procedure details: A solution of N″-cyano—N-(7-iodo-1H-indol-5-yl)guanidine V (6.0 g, 18.7 mmol) in 2-methoxyethyl ether (50 mL) was heated to 175° C. for 32.5 h. The reaction mixture was cooled to 25° C., the resulting solids removed by filtration and washed with methanol. The filtrate was concentrated in vacuo to give a brown oil. The residue was dissolved in methanol and then absorbed onto Merck Silica gel 60, 230-400 mesh (25 g). Flash chromatography (Merck Silica gel 60, 230-400 mesh, 90/10/1 methylene chlori... Reaction SMILES: [C:1]([N:3]=[C:4]([NH2:16])[NH:5][C:6]1[CH:7]=[C:8]2[C:12](=[C:13]([I:15])[CH:14]=1)[NH:11][CH:10]=[CH:9]2)#[N:2]>COCCOCCOC.CO>[I:15][C:13]1[C:12]2[NH:11][CH:10]=[CH:9][C:8]=2[C:7]2[C:6]([CH:14]=1)=[N:5][C:4]([NH2:16])=[N:3][C:1]=2[NH2:2]. Solvent: CO (methanol), COCCOCCOC (2-methoxyethyl ether). Isolated yield 59.0%. Starting materials: Cl (hydrochloric acid), C(C1=CC=CC=C1)OCC1OC(OCC1)(C)C (Benzyloxymethyl-2,2-dimethyl-[1,3]dioxane), CO (methanol), C([O-])(O)=O.[Na+] (sodium bicarbonate). Run at temperature 25 celsius, time 30 minute. Yields the product C(C1=CC=CC=C1)OCC(CO)CO (2-benzyloxymethyl-propane-1,3-diol). Yield: 95.0%. RXN SMILES: [CH2:1]([O:8][CH2:9][CH:10]1[CH2:15]COC(C)(C)O1)[C:2]1[CH:7]=[CH:6][CH:5]=[CH:4][CH:3]=1.Cl.[C:19](=O)(O)[O-:20].[Na+].C[OH:25]>>[CH2:1]([O:8][CH2:9][CH:10]([CH2:15][OH:25])[CH2:19][OH:20])[C:2]1[CH:3]=[CH:4][CH:5]=[CH:6][CH:7]=1 |f:2.3|. Procedure: Benzyloxymethyl-2,2-dimethyl-[1,3]dioxane (5.54 g, 23.44 mmol) was dissolved in methanol (20 ml) and then 3N hydrochloric acid (3 ml) was added. The reaction was stirred at 25° C. for 30 min. After this point the pH was adjusted to 8 with solid sodium bicarbonate and evaporated. The residue was dissolved in ethyl acetate, filtered through a short silica gel pad, washed with ethyl acetate and concentrated in vacuo to afford 2-benzyloxymethyl-propane-1,3-diol (4.39 g, 95%) as an off-white solid: 1... The reactants are C(C)OC(=O)C=1C=NN2C1N=CC(=C2O)C(=O)O (3-Ethoxycarbonyl-7-hydroxypyrazolo[1,5-a]pyrimidine-6-carboxylic acid), Cl.FC1=CC=CC2=C1C1(CCNCC1)CO2 (4-fluoro-2H-spiro[benzofuran-3,4′-piperidine]hydrochloride). The product is C(C)OC(=O)C=1C=NN2C1N=CC(=C2O)C(=O)N2CCC1(CC2)COC2=C1C(=CC=C2)F (3-Ethoxycarbonyl-6-(4-fluoro-2H-spiro[benzofuran-3,4′-piperidine]-1′-ylcarbonyl)-7-hydroxypyrazolo[1,5-a]pyrimidine). Isolated yield 34.5%. As a reaction SMILES: [CH2:1]([O:3][C:4]([C:6]1[CH:7]=[N:8][N:9]2[C:14]([OH:15])=[C:13]([C:16]([OH:18])=O)[CH:12]=[N:11][C:10]=12)=[O:5])[CH3:2].Cl.[F:20][C:21]1[C:26]2[C:27]3([CH2:33][O:34][C:25]=2[CH:24]=[CH:23][CH:22]=1)[CH2:32][CH2:31][NH:30][CH2:29][CH2:28]3>>[CH2:1]([O:3][C:4]([C:6]1[CH:7]=[N:8][N:9]2[C:14]([OH:15])=[C:13]([C:16]([N:30]3[CH2:31][CH2:32][C:27]4([C:26]5[C:21]([F:20])=[CH:22][CH:23]=[CH:24][C:25]=5[O:34][CH2:33]4)[CH2:28][CH2:29]3)=[O:18])[CH:12]=[N:11][C:10]=12)=[O:5])[CH3:2] |f:1.2|. Procedure details: In the same manner as in Example 1, step 2 and using 3-ethoxycarbonyl-7-hydroxypyrazolo[1,5-a]pyrimidine-6-carboxylic acid (0.430 g, 1.71 mmol) obtained in Example 19, step 2 and 4-fluoro-2H-spiro[benzofuran-3,4′-piperidine]hydrochloride (0.500 g, 2.05 mmol) obtained in Reference Example 2, the title compound (0.260 g, 35%) was obtained.